From a dataset of the Open Reaction Database (ORD), a public repository of structured organic reaction records. describe an organic reaction: reactants, conditions, products, and yield Starting materials: CCN(C(C)C)C(C)C (DIPEA), Cl.N1[C@H](C(=O)OC)CCC1 ((L)-proline, methyl ester hydrochloride), ClC=1C=C(C=C(C1)Cl)S(=O)(=O)Cl (3,5-dichlorobenzenesulfonyl chloride). The solvent is C(Cl)Cl (CH2Cl2), C(Cl)Cl (CH2Cl2). Run at time 8 hour. Product: ClC=1C=C(C=C(C1)Cl)S(=O)(=O)N1[C@H](C(=O)OC)CCC1 (N-(3,5-dichlorobenzenesulfonyl)-(L)-proline, methyl ester). As a reaction SMILES: Cl.[NH:2]1[CH2:10][CH2:9][CH2:8][C@H:3]1[C:4]([O:6][CH3:7])=[O:5].CCN(C(C)C)C(C)C.[Cl:20][C:21]1[CH:22]=[C:23]([S:28](Cl)(=[O:30])=[O:29])[CH:24]=[C:25]([Cl:27])[CH:26]=1>C(Cl)Cl>[Cl:27][C:25]1[CH:24]=[C:23]([S:28]([N:2]2[CH2:10][CH2:9][CH2:8][C@H:3]2[C:4]([O:6][CH3:7])=[O:5])(=[O:29])=[O:30])[CH:22]=[C:21]([Cl:20])[CH:26]=1 |f:0.1|. Procedure: To a mixture of (L)-proline, methyl ester hydrochloride (838 mg, 5.06 mmol) in CH2Cl2 (25 mL) at 0° C. were added DIPEA (2.64 mL, 15.2 mmol) and a solution of 3,5-dichlorobenzenesulfonyl chloride (1.49 g, 6.07 mmol) in CH2Cl2 (5 mL). The cooling bath was removed, and the mixture was stirred overnight at rt. It was then diluted with CH2Cl2, washed with 1N hydrochloric acid, saturated NaHCO3, saturated brine solution, dried over anhydrous Na2SO4, and rotoevaporated. The product was purified by fla...